Task: describe an organic reaction: reactants, conditions, products, and yield. Dataset: the Open Reaction Database (ORD), a public repository of structured organic reaction records The reactants are BrC1=C(C(CC1)=O)C (3-bromo-2-methylcyclopent-2-enone), CC1(OB(OC1(C)C)C=1C=C2C=CNC2=CC1)C (5-(4,4,5,5-tetramethyl-1,3,2-dioxaborolan-2-yl)-1H-indole). Product: N1C=CC2=CC(=CC=C12)C1=C(C(CC1)=O)C (3-(1H-Indol-5-yl)-2-methyl-cyclopent-2-enone). The yield is 92.0%. Reaction SMILES: Br[C:2]1[CH2:6][CH2:5][C:4](=[O:7])[C:3]=1[CH3:8].CC1(C)C(C)(C)OB([C:17]2[CH:18]=[C:19]3[C:23](=[CH:24][CH:25]=2)[NH:22][CH:21]=[CH:20]3)O1>>[NH:22]1[C:23]2[C:19](=[CH:18][C:17]([C:2]3[CH2:6][CH2:5][C:4](=[O:7])[C:3]=3[CH3:8])=[CH:25][CH:24]=2)[CH:20]=[CH:21]1. Procedure details: Synthesized from 3-bromo-2-methylcyclopent-2-enone and 5-(4,4,5,5-tetramethyl-1,3,2-dioxaborolan-2-yl)-1H-indole according to the general procedure described for the Suzuki coupling. Purification by automated flash chromatography using gradient elution (0 to 100% ethyl acetate/hexanes) and further recrystallization yielded the product (138 mg, 92%) as pale yellow solid. 1H NMR (CDCl3, 300 MHz): δ 7.86 (s, 1H), 7.47-7.39 (m, 2H), 7.27 (t, J=3.0 Hz, 1H), 6.62 (t, J=2.1 Hz, 1H), 3.02-2.97 (m, 2H), ... Yields the product COc1cc(C=C(C)C)cc2c1OC1(CCCC1)C2. Reaction SMILES: [CH3:1][O:2][c:3]1[cH:4][c:5]([CH:16]=[O:17])[cH:6][c:7]2[c:11]1[O:10][C:9]1([CH2:8]2)[CH2:12][CH2:13][CH2:14][CH2:15]1.[CH:19]([CH3:20])([CH3:21])[P+:22]([c:23]1[cH:24][cH:25][cH:26][cH:27][cH:28]1)([c:29]1[cH:30][cH:31][cH:32][cH:33][cH:34]1)[c:35]1[cH:36][cH:37][cH:38][cH:39][cH:40]1.[Cl-:43].[H-:41].[I-:18].[NH4+:44].[Na+:42].[O:45]1[CH2:46][CH2:47][CH2:48][CH2:49]1>>[CH3:1][O:2][c:3]1[cH:4][c:5]([CH:16]=[C:19]([CH3:20])[CH3:21])[cH:6][c:7]2[c:11]1[O:10][C:9]1([CH2:8]2)[CH2:12][CH2:13][CH2:14][CH2:15]1. Reactants: COc1cc(C=O)cc2c1OC1(CCCC1)C2, CC(C)[P+](c1ccccc1)(c1ccccc1)c1ccccc1, [Cl-], [H-], [I-], [NH4+], [Na+], C1CCOC1. Starting materials: O=C([O-])O, CC(C)=O, CC(C)=CCc1ccc(C2(C)OCCO2)cc1, Cl, [Na+], O. Product: CC(=O)c1ccc(CC=C(C)C)cc1. RXN SMILES: [C:23](=[O:24])([O-:25])[OH:26].[CH3:19][C:20](=[O:21])[CH3:22].[CH3:1][C:2]1([c:7]2[cH:8][cH:9][c:10]([CH2:13][CH:14]=[C:15]([CH3:16])[CH3:17])[cH:11][cH:12]2)[O:3][CH2:6][CH2:5][O:4]1.[ClH:18].[Na+:27].[OH2:28]>>[CH3:1][C:2](=[O:3])[c:7]1[cH:8][cH:9][c:10]([CH2:13][CH:14]=[C:15]([CH3:16])[CH3:17])[cH:11][cH:12]1.